This data is from the Open Reaction Database (ORD), a public repository of structured organic reaction records. The task is: describe an organic reaction: reactants, conditions, products, and yield Starting materials: ice water, Cl (HCl), C(CCC#C)O (4-pentynol), FC1=CC=C(C=C1)N1C=CC2=CC(=CC=C12)OS(=O)(=O)C(F)(F)F (Trifluoro-methanesulfonic acid 1-(4-fluoro-phenyl)-1H-indol-5-yl ester), C(CCC#C)O (4-pentynol). Reagents/catalysts: [Cu](I)I (copper iodide), [Pd].C1(=CC=CC=C1)P(C1=CC=CC=C1)C1=CC=CC=C1.C1(=CC=CC=C1)P(C1=CC=CC=C1)C1=CC=CC=C1.C1(=CC=CC=C1)P(C1=CC=CC=C1)C1=CC=CC=C1.C1(=CC=CC=C1)P(C1=CC=CC=C1)C1=CC=CC=C1 (tetrakis(triphenylphosphine)-palladium). Run in N1CCCCC1 (piperidine). Conditions: time 2 hour. Yields the product FC1=CC=C(C=C1)N1C=CC2=CC(=CC=C12)C#CCCCO (5-[1-(4-Fluoro-phenyl)-1H-indol-5-yl]-pent-4-yn-1-ol). Yield: 96.4%. RXN SMILES: [F:1][C:2]1[CH:7]=[CH:6][C:5]([N:8]2[C:16]3[C:11](=[CH:12][C:13](OS(C(F)(F)F)(=O)=O)=[CH:14][CH:15]=3)[CH:10]=[CH:9]2)=[CH:4][CH:3]=1.[CH2:25]([OH:30])[CH2:26][CH2:27][C:28]#[CH:29].Cl>N1CCCCC1.[Pd].C1(P(C2C=CC=CC=2)C2C=CC=CC=2)C=CC=CC=1.C1(P(C2C=CC=CC=2)C2C=CC=CC=2)C=CC=CC=1.C1(P(C2C=CC=CC=2)C2C=CC=CC=2)C=CC=CC=1.C1(P(C2C=CC=CC=2)C2C=CC=CC=2)C=CC=CC=1.[Cu](I)I>[F:1][C:2]1[CH:7]=[CH:6][C:5]([N:8]2[C:16]3[C:11](=[CH:12][C:13]([C:29]#[C:28][CH2:27][CH2:26][CH2:25][OH:30])=[CH:14][CH:15]=3)[CH:10]=[CH:9]2)=[CH:4][CH:3]=1 |f:4.5.6.7.8|. Procedure details: To 2.25 g (6.25 mmol) Trifluoro-methanesulfonic acid 1-(4-fluoro-phenyl)-1H-indol-5-yl ester in 12.5 ml piperidine were added 360 mg (0.31 mmol) tetrakis(triphenylphosphine)-palladium followed by 60.0 mg (0.31 mmol) copper iodide. The solution was evaporated and flushed with argon prior to the addition of 450 μl (4.95 mmol) 4-pentynol at 80° C. over a period of 45 min. Further 0.45 ml (4.95 mmol) 4-pentynol were added and the solution was stirred for 2 h. The mixture was added to ice water, acid... Starting materials: N1=CN=C(C2=C1NC=C2)OCC=2C(=NC1=C(C=CC=C1C2)C)C2=C(C=CC=C2)C (3-((7H-pyrrolo[2,3-d]pyrimidin-4-yloxy)methyl)-8-methyl-2-o-tolylquinoline), pyridinium bromide perbromide, CC(=O)O (AcOH). Reagents/catalysts: [Zn] (Zn). Solvent: CC(C)(C)O (t-BuOH). Conditions: time 5 hour. Yields the product CC=1C=CC=C2C=C(C(=NC12)C1=C(C=CC=C1)C)COC=1C2=C(N=CN1)NC(C2)=O (4-((8-Methyl-2-o-tolylquinolin-3-yl)methoxy)-5H-pyrrolo[2,3-d]pyrimidin-6(7H)-one). As a reaction SMILES: [N:1]1[C:6]2[NH:7][CH:8]=[CH:9][C:5]=2[C:4]([O:10][CH2:11][C:12]2[C:13]([C:23]3[CH:28]=[CH:27][CH:26]=[CH:25][C:24]=3[CH3:29])=[N:14][C:15]3[C:20]([CH:21]=2)=[CH:19][CH:18]=[CH:17][C:16]=3[CH3:22])=[N:3][CH:2]=1.C1C=C[NH+]=CC=1.Br[Br-]Br.CC(O)=[O:41]>CC(O)(C)C.[Zn]>[CH3:22][C:16]1[CH:17]=[CH:18][CH:19]=[C:20]2[C:15]=1[N:14]=[C:13]([C:23]1[CH:28]=[CH:27][CH:26]=[CH:25][C:24]=1[CH3:29])[C:12]([CH2:11][O:10][C:4]1[C:5]3[CH2:9][C:8](=[O:41])[NH:7][C:6]=3[N:1]=[CH:2][N:3]=1)=[CH:21]2 |f:1.2|. Procedure details: To a solution of 3-((7H-pyrrolo[2,3-d]pyrimidin-4-yloxy)methyl)-8-methyl-2-o-tolylquinoline (120 mg, 0.316 mmol) in AcOH (4 mL) and t-BuOH (2.43 mL) under N2 was added pyridinium bromide perbromide (303 mg, 0.947 mmol) in one portion. After stirring at room temperature for 5 h the solvents was removed, and the remaining solids suspended in H2O and extracted with ethyl acetate, after drying with brine and MgSO4 the crude dry solid was dissolved in THF (8 mL) followed by 5 mL of a saturated NH4Cl ... RXN SMILES: [CH3:1][N:2]1[CH2:7][CH2:6][N:5]([CH2:8][C:9]([NH:11][NH2:12])=O)[CH2:4][CH2:3]1.[F:13][C:14]1[CH:15]=[C:16]([CH:21]=[C:22]([F:24])[CH:23]=1)[CH2:17][N:18]=[C:19]=[S:20]>C(O)C>[SH:20][C:19]1[N:18]([CH2:17][C:16]2[CH:21]=[C:22]([F:24])[CH:23]=[C:14]([F:13])[CH:15]=2)[C:9]([CH2:8][N:5]2[CH2:6][CH2:7][N:2]([CH3:1])[CH2:3][CH2:4]2)=[N:11][N:12]=1. The product is SC1=NN=C(N1CC1=CC(=CC(=C1)F)F)CN1CCN(CC1)C (3-mercapto-4-(3, 5-difluorobenzyl)-5-[(4-methyl-1-piperazinyl)methyl]-1,2,4-triazole). The solvent is C(C)O (ethanol). Starting materials: CN1CCN(CC1)CC(=O)NN (2-(4-methyl-1-piperazinyl)acetic acid, hydrazide), FC=1C=C(CN=C=S)C=C(C1)F (3,5-difluorobenzylisothiocyanate). Procedure: A solution of 2-(4-methyl-1-piperazinyl)acetic acid, hydrazide (3.44 g., 0.020 mole) and 3,5-difluorobenzylisothiocyanate (3.70 g., 0.020 mole) in ethanol (40 ml.) was refluxed for 17 hours and the solvent was removed under vacuum. The residue was triturated with ethyl acetate-ether and the resulting solid was filtered and recrystallized twice from ethanol to give 3-mercapto-4-(3, 5-difluorobenzyl)-5-[(4-methyl-1-piperazinyl)methyl]-1,2,4-triazole as a solid melting at 200°-201° C. (4.60 g., 68%...